From a dataset of the Open Reaction Database (ORD), a public repository of structured organic reaction records. describe an organic reaction: reactants, conditions, products, and yield Reactants: Cc1cc([N+](=O)[O-])cc(C)c1Oc1ccc(O)c(S(=O)(=O)c2ccc(F)cc2)c1, CCO, ClCCl. Yields the product Cc1cc(N)cc(C)c1Oc1ccc(O)c(S(=O)(=O)c2ccc(F)cc2)c1. Reaction SMILES: [CH3:1][c:2]1[c:3]([O:4][c:5]2[cH:6][c:7]([S:12](=[O:13])(=[O:14])[c:15]3[cH:16][cH:17][c:18]([F:21])[cH:19][cH:20]3)[c:8]([OH:11])[cH:9][cH:10]2)[c:22]([CH3:29])[cH:23][c:24]([N+:26]([O-:27])=[O:28])[cH:25]1.[CH3:30][CH2:31][OH:32].[Cl:33][CH2:34][Cl:35]>>[CH3:1][c:2]1[c:3]([O:4][c:5]2[cH:6][c:7]([S:12](=[O:13])(=[O:14])[c:15]3[cH:16][cH:17][c:18]([F:21])[cH:19][cH:20]3)[c:8]([OH:11])[cH:9][cH:10]2)[c:22]([CH3:29])[cH:23][c:24]([NH2:26])[cH:25]1. The reactants are ClCC1=C(C2=CC=CC=C2C=C1)C (2-chloromethyl-1-methylnaphthalene), [C-]#N.[Na+] (sodium cyanide), CN(C=O)C (dimethylformamide). Solvent: O (Water). Run at time 2 hour. Yields the product CC1(CC=CC2=CC=CC=C12)CC#N (1-methylnaphthaleneacetonitrile). RXN SMILES: ClC[C:3]1[CH:12]=[CH:11][C:10]2[C:5](=[CH:6][CH:7]=[CH:8][CH:9]=2)[C:4]=1[CH3:13].[C-:14]#N.[Na+].[CH3:17][N:18](C)C=O>O>[CH3:14][C:4]1([CH2:13][C:17]#[N:18])[C:5]2[C:10](=[CH:9][CH:8]=[CH:7][CH:6]=2)[CH:11]=[CH:12][CH2:3]1 |f:1.2|. Reported procedure: A mixture of 6.0 g of 2-chloromethyl-1-methylnaphthalene, 3.0 g of sodium cyanide and 75 ml of dimethylformamide was stirred for two hours at room temperature. Water (150 ml) was then added and stirring continued for one hour longer. The solid which had separated was collected by filtration and dried to give 5.0 g of 1-methylnaphthaleneacetonitrile as a pale tan solid.